This data is from the Open Reaction Database (ORD), a public repository of structured organic reaction records. The task is: describe an organic reaction: reactants, conditions, products, and yield Starting materials: C(#N)C1=CC2=C(OC(C3C2O3)(C)C)C=C1 (6-cyano-3,4-dihydro-2,2-dimethyl-3,4-epoxy-2H-benzo[b]pyran), [OH-].[NH4+] (ammonium hydroxide). Product: C(#N)C1=CC2=C(OC([C@H]([C@@H]2N)O)(C)C)C=C1 (6-Cyano-3,4-dihydro-2,2-dimethyl-trans-4-amino-2H-benzo[b]pyran-3-ol). As a reaction SMILES: [C:1]([C:3]1[CH:15]=[CH:14][C:6]2[O:7][C:8]([CH3:13])([CH3:12])[CH:9]3[O:11][CH:10]3[C:5]=2[CH:4]=1)#[N:2].[OH-].[NH4+:17]>>[C:1]([C:3]1[CH:15]=[CH:14][C:6]2[O:7][C:8]([CH3:13])([CH3:12])[C@@H:9]([OH:11])[C@H:10]([NH2:17])[C:5]=2[CH:4]=1)#[N:2] |f:1.2|. Procedure details: The title compound was prepared by stirring 6-cyano-3,4-dihydro-2,2-dimethyl-3,4-epoxy-2H-benzo[b]pyran in ethanolic ammonium hydroxide solution at room temperature until thin layer chromatography showed consumption of the starting epoxide. As a reaction SMILES: [NH:1]1[CH:5]=[N:4][C:3]([S:6]([O:9][C:10]2[CH:15]=[CH:14][CH:13]=[CH:12][CH:11]=2)(=[O:8])=[O:7])=[N:2]1.[CH2:16]([N:18]([CH2:22][CH3:23])[C:19](Cl)=[O:20])[CH3:17].Cl>N1C=CC=CC=1>[CH2:16]([N:18]([CH2:22][CH3:23])[C:19]([N:1]1[CH:5]=[N:4][C:3]([S:6]([O:9][C:10]2[CH:15]=[CH:14][CH:13]=[CH:12][CH:11]=2)(=[O:7])=[O:8])=[N:2]1)=[O:20])[CH3:17]. Reactants: C(C)N(C(=O)Cl)CC (Diethylcarbamoyl chloride), N1N=C(N=C1)S(=O)(=O)OC1=CC=CC=C1 (phenyl 1,2,4-triazole-3sulfonate), Cl (hydrochloric acid). Procedure: To a flask was added 9.76 g of phenyl 1,2,4-triazole-3sulfonate and 40 ml of dry pyridine. The mixture was stirred under nitrogen until a solution became apparent. Diethylcarbamoyl chloride, 5.6 ml, was then added and the resulting mixture stirred under nitrogen at room temperature for 16 hours. The mixture was then poured into 100 ml of 2N hydrochloric acid and extracted twice with 100 ml portions of ethyl acetate. The ethyl acetate solution was dried using sodium sulfate, filtered and concentr... Run in N1=CC=CC=C1 (pyridine). Product: C(C)N(C(=O)N1N=C(N=C1)S(=O)(=O)OC1=CC=CC=C1)CC (Phenyl 1-(N,N-Diethylcarbamoyl)-1,2,4-Triazole-3-Sulfonate). The reactants are OC1(CCC(CC1)N[C@@H]1CN(CC1)C(CNC(C1=CC(=CC=C1)C(F)(F)F)=O)=O)C1=NC=C(C=C1)C1=NC=CN=C1 (N-[2-((3S)-3-{[4-Hydroxy-4-(5-pyrazin-2-ylpyridin-2-yl)cyclohexyl]amino}pyrrolidin-1-yl)-2-oxoethyl]-3-(trifluoromethyl)benzamide), C=O (formaldehyde), C(C)(=O)O[BH-](OC(C)=O)OC(C)=O.[Na+] (sodium triacetoxyborohydride). Run in C1CCOC1 (THF). Conditions: time 8 hour. Yields the product OC1(CCC(CC1)N([C@@H]1CN(CC1)C(CNC(C1=CC(=CC=C1)C(F)(F)F)=O)=O)C)C1=NC=C(C=C1)C1=NC=CN=C1 (N-(2-{(3S)-3-[[4-Hydroxy-4-(5-pyrazin-2-ylpyridin-2-yl)cyclohexyl](methyl)amino]pyrrolidin-1-yl}-2-oxoethyl)-3-(trifluoromethyl)benzamide). The yield is 19.9%. As a reaction SMILES: [OH:1][C:2]1([C:30]2[CH:35]=[CH:34][C:33]([C:36]3[CH:41]=[N:40][CH:39]=[CH:38][N:37]=3)=[CH:32][N:31]=2)[CH2:7][CH2:6][CH:5]([NH:8][C@H:9]2[CH2:13][CH2:12][N:11]([C:14](=[O:29])[CH2:15][NH:16][C:17](=[O:28])[C:18]3[CH:23]=[CH:22][CH:21]=[C:20]([C:24]([F:27])([F:26])[F:25])[CH:19]=3)[CH2:10]2)[CH2:4][CH2:3]1.C=O.[C:44](O[BH-](OC(=O)C)OC(=O)C)(=O)C.[Na+]>C1COCC1>[OH:1][C:2]1([C:30]2[CH:35]=[CH:34][C:33]([C:36]3[CH:41]=[N:40][CH:39]=[CH:38][N:37]=3)=[CH:32][N:31]=2)[CH2:3][CH2:4][CH:5]([N:8]([CH3:44])[C@H:9]2[CH2:13][CH2:12][N:11]([C:14](=[O:29])[CH2:15][NH:16][C:17](=[O:28])[C:18]3[CH:23]=[CH:22][CH:21]=[C:20]([C:24]([F:26])([F:27])[F:25])[CH:19]=3)[CH2:10]2)[CH2:6][CH2:7]1 |f:2.3|. Reported procedure: N-[2-((3S)-3-{[4-Hydroxy-4-(5-pyrazin-2-ylpyridin-2-yl)cyclohexyl]amino}pyrrolidin-1-yl)-2-oxoethyl]-3-(trifluoromethyl)benzamide (29.0 mg, 0.051 mmol) and 37% aqueous formaldehyde (21 uL, 0.26 mmol) were dissolved in THF (1.0 mL). The mixture was evaporated to dryness. Then the residue was taken up in THF (1 mL) and sodium triacetoxyborohydride (24 mg, 0.11 mmol) was added. After being stirred at room temperature overnight, the mixture was purified by HPLC to provide the title compound (5.9 mg)... Starting materials: O=c1[nH]c(SCCCCCCCCc2ccc(Cl)cc2)ncc1Cc1cccnc1, O=S(=O)(Cl)c1ccccc1, c1ccncc1. Yields the product O=c1nc(SCCCCCCCCc2ccc(Cl)cc2)n(S(=O)(=O)c2ccccc2)cc1Cc1cccnc1. Reaction SMILES: [Cl:11][c:12]1[cH:13][cH:14][c:15]([CH2:18][CH2:19][CH2:20][CH2:21][CH2:22][CH2:23][CH2:24][CH2:25][S:26][c:27]2[n:28][cH:29][c:30]([CH2:34][c:35]3[cH:36][n:37][cH:38][cH:39][cH:40]3)[c:31](=[O:33])[nH:32]2)[cH:16][cH:17]1.[c:1]1([S:7](=[O:8])(=[O:9])[Cl:10])[cH:2][cH:3][cH:4][cH:5][cH:6]1.[cH:41]1[cH:42][cH:43][n:44][cH:45][cH:46]1>>[c:1]1([S:7](=[O:8])(=[O:9])[n:28]2[c:27]([S:26][CH2:25][CH2:24][CH2:23][CH2:22][CH2:21][CH2:20][CH2:19][CH2:18][c:15]3[cH:14][cH:13][c:12]([Cl:11])[cH:17][cH:16]3)[n:32][c:31](=[O:33])[c:30]([CH2:34][c:35]3[cH:36][n:37][cH:38][cH:39][cH:40]3)[cH:29]2)[cH:2][cH:3][cH:4][cH:5][cH:6]1. Product: CS(=O)(=O)c1ccc(C(CC2CCC(=O)CC2)C(=O)Nc2cnccn2)cc1Cl. Starting materials: ClCCl, CN(C)C=O, CS(=O)(=O)c1ccc(C(CC2CCC(=O)CC2)C(=O)O)cc1Cl, O=C(Cl)C(=O)Cl, Nc1cnccn1, C1CCOC1, O=C(O)CC(O)(CC(=O)O)C(=O)O, c1ccncc1. RXN SMILES: [CH2:43]([Cl:44])[Cl:45].[CH3:64][N:65]([CH3:66])[CH:67]=[O:68].[Cl:1][c:2]1[cH:3][c:4]([CH:12]([C:13](=[O:14])[OH:15])[CH2:16][CH:17]2[CH2:18][CH2:19][C:20](=[O:23])[CH2:21][CH2:22]2)[cH:5][cH:6][c:7]1[S:8](=[O:9])(=[O:10])[CH3:11].[Cl:24][C:25]([C:26]([Cl:27])=[O:28])=[O:29].[NH2:30][c:31]1[n:32][cH:33][cH:34][n:35][cH:36]1.[O:46]1[CH2:47][CH2:48][CH2:49][CH2:50]1.[OH:51][C:52]([CH2:53][C:54]([C:55](=[O:56])[OH:57])([CH2:58][C:59](=[O:60])[OH:61])[OH:62])=[O:63].[cH:37]1[cH:38][cH:39][n:40][cH:41][cH:42]1>>[Cl:1][c:2]1[cH:3][c:4]([CH:12]([C:13](=[O:14])[NH:30][c:31]2[n:32][cH:33][cH:34][n:35][cH:36]2)[CH2:16][CH:17]2[CH2:18][CH2:19][C:20](=[O:23])[CH2:21][CH2:22]2)[cH:5][cH:6][c:7]1[S:8](=[O:9])(=[O:10])[CH3:11]. Starting materials: C(C=1C(S)=CC=CC1)(=O)OC (methyl thiosalicylate), C(CCC)C1(NC1)CC (2-butyl-2-ethylaziridine). Run in CO (methanol). Conditions: time 18 hour. Product: C(CCC)C1(CSC2=C(C(N1)=O)C=CC=C2)CC ((±)-3-Butyl-3-ethyl-2,3-dihydro-1,4-benzothiazepin-5(4H)-one). Isolated yield 97.1%. As a reaction SMILES: [C:1]([O:10]C)(=O)[C:2]1[C:3](=[CH:5][CH:6]=[CH:7][CH:8]=1)[SH:4].[CH2:12]([C:16]1([CH2:19][CH3:20])[CH2:18][NH:17]1)[CH2:13][CH2:14][CH3:15]>CO>[CH2:12]([C:16]1([CH2:19][CH3:20])[NH:17][C:1](=[O:10])[C:2]2[CH:8]=[CH:7][CH:6]=[CH:5][C:3]=2[S:4][CH2:18]1)[CH2:13][CH2:14][CH3:15]. Procedure details: To a solution of methyl thiosalicylate (25.0 g, Aldrich) in methanol (95 ml) at 0° C. was added 2-butyl-2-ethylaziridine (20.0 g, Synthetic Example 1(f)) and the mixture was stirred at room temperature for 18 hours. Solvent was evaporated and toluene (200 ml) and sodium methoxide (8.2 g) were added. The mixture was heated to reflux for 4.5 hours, removing water through a Dean-Stark trap. Solvent was evaporated and the residue was partitioned between 5% HCl (500 ml) and dichloromethane (400 ml). ...